Task: describe an organic reaction: reactants, conditions, products, and yield. Dataset: the Open Reaction Database (ORD), a public repository of structured organic reaction records Starting materials: [Al+3], ClCCl, CCN(CC)C(=O)COc1ccccc1, [Cl-], [Cl-], [Cl-], O=C(Cl)CCl. Product: CCN(CC)C(=O)COc1ccc(C(=O)CCl)cc1. Reaction SMILES: [Al+3:2].[CH2:25]([Cl:26])[Cl:27].[CH2:5]([CH3:6])[N:7]([C:8]([CH2:9][O:10][c:11]1[cH:12][cH:13][cH:14][cH:15][cH:16]1)=[O:17])[CH2:18][CH3:19].[Cl-:1].[Cl-:3].[Cl-:4].[Cl:20][CH2:21][C:22](=[O:23])[Cl:24]>>[CH2:5]([CH3:6])[N:7]([C:8]([CH2:9][O:10][c:11]1[cH:12][cH:13][c:14]([C:22]([CH2:21][Cl:20])=[O:23])[cH:15][cH:16]1)=[O:17])[CH2:18][CH3:19]. Starting materials: Cl, CNC(=O)c1ccnc(-c2ccc(C(O)(c3cn(C(c4ccccc4)(c4ccccc4)c4ccccc4)cn3)C(C)C)cc2)c1, c1ccncc1. Product: CNC(=O)c1ccnc(-c2ccc(C(O)(c3c[nH]cn3)C(C)C)cc2)c1. As a reaction SMILES: [ClH:46].[OH:1][C:2]([CH:3]([CH3:4])[CH3:5])([c:6]1[n:7][cH:8][n:9]([C:11]([c:12]2[cH:13][cH:14][cH:15][cH:16][cH:17]2)([c:18]2[cH:19][cH:20][cH:21][cH:22][cH:23]2)[c:24]2[cH:25][cH:26][cH:27][cH:28][cH:29]2)[cH:10]1)[c:30]1[cH:31][cH:32][c:33](-[c:36]2[cH:37][c:38]([C:39](=[O:40])[NH:41][CH3:42])[cH:43][cH:44][n:45]2)[cH:34][cH:35]1.[n:47]1[cH:48][cH:49][cH:50][cH:51][cH:52]1>>[OH:1][C:2]([CH:3]([CH3:4])[CH3:5])([c:6]1[n:7][cH:8][nH:9][cH:10]1)[c:30]1[cH:31][cH:32][c:33](-[c:36]2[cH:37][c:38]([C:39](=[O:40])[NH:41][CH3:42])[cH:43][cH:44][n:45]2)[cH:34][cH:35]1. Reactants: O=[N+]([O-])c1ccc(F)c(F)c1, [K+], [K+], O=C([O-])[O-], CN(C)C=O, O, c1c[nH]cn1. Yields the product O=[N+]([O-])c1ccc(-n2ccnc2)c(F)c1. Reaction SMILES: [F:1][c:2]1[cH:3][c:4]([N+:9](=[O:10])[O-:11])[cH:5][cH:6][c:7]1[F:8].[K+:17].[K+:18].[O-:19][C:20]([O-:21])=[O:22].[O:24]=[CH:25][N:26]([CH3:27])[CH3:28].[OH2:23].[nH:12]1[cH:13][n:14][cH:15][cH:16]1>>[F:1][c:2]1[cH:3][c:4]([N+:9](=[O:10])[O-:11])[cH:5][cH:6][c:7]1-[n:12]1[cH:13][n:14][cH:15][cH:16]1. The reactants are [N+](=O)([O-])NC1=NC=C(C(N1)=O)CC=1C=NC=CC1 (2-Nitroamino-5-(3-pyridylmethyl)-4-pyrimidone), Cl.S1C(=CC=C1)CSCCN (2-(2-Thienylmethylthio)ethylamine hydrochloride), [O-]CC.[Na+] (sodium ethoxide). Run in C(C)O (ethanol), C(C)O (ethanol). Reaction conditions: time 0.5 hour. The product is S1C(=CC=C1)CSCCNC1=NC=C(C(N1)=O)CC=1C=NC=CC1 (2-[2-(2-thienylmethylthio)ethylamino]-5-(3-pyridylmethyl)-4-pyrimidone). As a reaction SMILES: Cl.[S:2]1[CH:6]=[CH:5][CH:4]=[C:3]1[CH2:7][S:8][CH2:9][CH2:10][NH2:11].[O-]CC.[Na+].[N+](N[C:20]1[NH:25][C:24](=[O:26])[C:23]([CH2:27][C:28]2[CH:29]=[N:30][CH:31]=[CH:32][CH:33]=2)=[CH:22][N:21]=1)([O-])=O>C(O)C>[S:2]1[CH:6]=[CH:5][CH:4]=[C:3]1[CH2:7][S:8][CH2:9][CH2:10][NH:11][C:20]1[NH:25][C:24](=[O:26])[C:23]([CH2:27][C:28]2[CH:29]=[N:30][CH:31]=[CH:32][CH:33]=2)=[CH:22][N:21]=1 |f:0.1,2.3|. Procedure: 2-(2-Thienylmethylthio)ethylamine hydrochloride (2 g) in ethanol (25 ml) was added to a solution of sodium ethoxide (prepared from 0.218 g sodium) in ethanol and the mixture was stirred for 0.5 hour. 2-Nitroamino-5-(3-pyridylmethyl)-4-pyrimidone (2.34 g) was added and the mixture was boiled under reflux for 40 hours and evaporated to dryness. Pyridine (50 ml) was added to the residue and the mixture was boiled under reflux for 24 hours and evaporated. The residue was crystallised from ethanol/et... Reactants: N(=O)[O-].[Na+] (Sodium nitrite), ice, [N-]=[N+]=[N-].[Na+] (sodium azide), C(C)(=O)[O-].[Na+] (sodium acetate), NC1=CC(=C(C=C1)N1CCC(CC1)=O)F (1-(4-amino-2-fluoro-phenyl)-piperidin-4-one). The solvent is Cl (HCl). Reaction conditions: temperature 0 celsius, time 0.5 hour. Yields the product N(=[N+]=[N-])C1=CC(=C(C=C1)N1CCC(CC1)=O)F (1-(4-Azido-2-fluoro-phenyl)-piperidin-4-one). Isolated yield 59.3%. RXN SMILES: N([O-])=O.[Na+].[NH2:5][C:6]1[CH:11]=[CH:10][C:9]([N:12]2[CH2:17][CH2:16][C:15](=[O:18])[CH2:14][CH2:13]2)=[C:8]([F:19])[CH:7]=1.[N-:20]=[N+:21]=[N-].[Na+].C([O-])(=O)C.[Na+]>Cl>[N:5]([C:6]1[CH:11]=[CH:10][C:9]([N:12]2[CH2:17][CH2:16][C:15](=[O:18])[CH2:14][CH2:13]2)=[C:8]([F:19])[CH:7]=1)=[N+:20]=[N-:21] |f:0.1,3.4,5.6|. Procedure details: Sodium nitrite (9.9 g, 144 mmol) was added to an ice-cooled solution of 1-(4-amino-2-fluoro-phenyl)-piperidin-4-one (15 g, 72 mmol), obtained in Preparation 10, in 6 N HCl (60 ml) and the resulting solution was stirred at 0° C. for 0.5 h. An aqueous solution of sodium azide (9.4 g, 144 mmol) and sodium acetate (118 g, 1.44 mol) was then added. The reaction mixture was extracted with ethyl acetatc (100 ml×2) and the combined extracts were washed with 5% sodium bicarbonate solution followed by bri...